This data is from the Open Reaction Database (ORD), a public repository of structured organic reaction records. The task is: describe an organic reaction: reactants, conditions, products, and yield Starting materials: O=CC(=O)O, O=CNNS(=O)(=O)C=Cc1ccccc1, Cl, O, O. Product: O=C(O)C=NNS(=O)(=O)C=Cc1ccccc1. As a reaction SMILES: [C:17]([CH:18]=[O:19])(=[O:20])[OH:21].[CH:1](=[O:2])[NH:3][NH:4][S:5](=[O:6])(=[O:7])[CH:8]=[CH:9][c:10]1[cH:11][cH:12][cH:13][cH:14][cH:15]1.[ClH:22].[OH2:16].[OH2:23]>>[CH:1](=[N:3][NH:4][S:5](=[O:6])(=[O:7])[CH:8]=[CH:9][c:10]1[cH:11][cH:12][cH:13][cH:14][cH:15]1)[C:17](=[O:20])[OH:21]. Starting materials: C1=CC=CC=2C3=CC=CC=C3CC12 (9H-fluorene), [Li]CCCC (n-BuLi), O (water), BrCC1=C2CC(C(C2=CC=C1)OC)C (4-(bromomethyl)-1-methoxy-2-methylindane), mixture. The solvent is CCOCC (ether), hexanes, CCOCC (ether). Reaction conditions: temperature -80 celsius, time 12 hour. Product: COC1C(CC2=C(C=CC=C12)CC1C2=CC=CC=C2C=2C=CC=CC12)C (4-(9H-Fluoren-9-ylmethyl)-2-methyl-2,3-dihydro-1H-inden-1-yl methyl ether). RXN SMILES: [CH:1]1[C:13]2[CH2:12][C:11]3[C:6](=[CH:7][CH:8]=[CH:9][CH:10]=3)[C:5]=2[CH:4]=[CH:3][CH:2]=1.[Li]CCCC.Br[CH2:20][C:21]1[CH:29]=[CH:28][CH:27]=[C:26]2[C:22]=1[CH2:23][CH:24]([CH3:32])[CH:25]2[O:30][CH3:31].O>CCOCC>[CH3:31][O:30][CH:25]1[C:26]2[C:22](=[C:21]([CH2:20][CH:12]3[C:11]4[CH:10]=[CH:9][CH:8]=[CH:7][C:6]=4[C:5]4[C:13]3=[CH:1][CH:2]=[CH:3][CH:4]=4)[CH:29]=[CH:28][CH:27]=2)[CH2:23][CH:24]1[CH3:32]. Reported procedure: To a solution of 3.32 g (0.20 mol) of 9H-fluorene in 500 ml of ether 80 ml of 2.5 M (0.20 mol) n-BuLi in hexanes was added at 0° C. This mixture was stirred for 12 h, cooled to −80° C., and then a solution of 5.10 g (0.20 mol) of 4-(bromomethyl)-1-methoxy-2-methylindane in 150 ml of ether was added dropwise by vigorous stirring for 30 min at this temperature. The resulting mixture was stirred for 24 h at room temperature, and then 500 ml of water was added. The organic layer was separated, and t... Starting materials: OC1=C(C=C(C=C1)C1=C(C=CC=C1)C)C=O (4-hydroxy-2′-methyl-biphenyl-3-carbaldehyde), OCCCO (1,3-dihydroxypropane), C1(=CC=C(C=C1)S(=O)(=O)O)C (p-toluenesulfonic acid). The solvent is C1(=CC=CC=C1)C (toluene). Yields the product O1C(OCCC1)C=1C=C(C=CC1O)C1=C(C=CC=C1)C (3-[1,3]Dioxan-2-yl-2′-methyl-biphenyl-4-ol). Yield: 89.0%. Reaction SMILES: [OH:1][C:2]1[CH:7]=[CH:6][C:5]([C:8]2[CH:13]=[CH:12][CH:11]=[CH:10][C:9]=2[CH3:14])=[CH:4][C:3]=1[CH:15]=[O:16].[OH:17][CH2:18][CH2:19][CH2:20]O.C1(C)C=CC(S(O)(=O)=O)=CC=1>C1(C)C=CC=CC=1>[O:16]1[CH2:20][CH2:19][CH2:18][O:17][CH:15]1[C:3]1[CH:4]=[C:5]([C:8]2[CH:13]=[CH:12][CH:11]=[CH:10][C:9]=2[CH3:14])[CH:6]=[CH:7][C:2]=1[OH:1]. Reported procedure: A solution of 4-hydroxy-2′-methyl-biphenyl-3-carbaldehyde (18.8 mmol) in toluene (100 mL) was added 1,3-dihydroxypropane (65.7 mmol) and p-toluenesulfonic acid (cat) and heated at reflux overnight in a Dean-Stark set-up. The reaction was cooled and washed with a solution of Na2CO3 (aq, 1 M). Evaporation in vacuo gave the title product as brown oil in 89% yield. 1H-NMR (CDCl3) δ 9.61 (bs, 1H), 7.34-7.10 (m, 6H), 6.87 (d, 1H), 5.77 (s,1H), 4.13-4.07 (m, 2H), 3.95-3.86 (m, 2H), 2.20 (s, 3H), 2.18-1...